Task: describe an organic reaction: reactants, conditions, products, and yield. Dataset: the Open Reaction Database (ORD), a public repository of structured organic reaction records Starting materials: P(O)(O)(O)=O (phosphoric acid), [P] (phosphorus), ( a ), [Cl-].[K+] (potassium chloride), [K] (potassium). The product is P(=O)([O-])([O-])[O-].[K+].[K+].[K+] (potassium phosphate), Cl (hydrogen chloride). RXN SMILES: [Cl-:1].[K+:2].[P:3](=[O:7])([OH:6])([OH:5])[OH:4].[P].[K]>>[P:3]([O-:7])([O-:6])([O-:5])=[O:4].[K+:2].[K+:2].[K+:2].[ClH:1] |f:0.1,5.6.7.8,^1:8|. Procedure details: Accordingly, in one aspect of the present invention, there is provided a process for the production of potassium phosphate, which comprises (a) reacting potassium chloride with phosphoric acid in a molar feed ratio of phosphorus to potassium in the range of at least about 1.3:1 at a temperature of about 130° to about 200° C. to form potassium phosphate and by-product hydrogen chloride; (b) removing the hydrogen chloride from the reaction mixture by passing air through the reaction mixture during... The reactants are Cc1ccc(N=C=S)c2c1N(C(=O)OC(C)(C)C)CC2, ClCCl, NCCN. Yields the product Cc1ccc(NC(=S)NCCN)c2c1N(C(=O)OC(C)(C)C)CC2. Reaction SMILES: [C:1]([CH3:2])([CH3:3])([CH3:4])[O:5][C:6](=[O:7])[N:8]1[CH2:9][CH2:10][c:11]2[c:12]([N:18]=[C:19]=[S:20])[cH:13][cH:14][c:15]([CH3:17])[c:16]21.[CH2:25]([Cl:26])[Cl:27].[NH2:21][CH2:22][CH2:23][NH2:24]>>[C:1]([CH3:2])([CH3:3])([CH3:4])[O:5][C:6](=[O:7])[N:8]1[CH2:9][CH2:10][c:11]2[c:12]([NH:18][C:19](=[S:20])[NH:24][CH2:23][CH2:22][NH2:21])[cH:13][cH:14][c:15]([CH3:17])[c:16]21. Reactants: CCN(CC)CCCCl, Cc1n[nH]c2nc(-c3ccncc3)nc(N)c12, Cl, CN(C)C=O. Product: Cc1nn(C)c2nc(-c3ccncc3)nc(N)c12. As a reaction SMILES: [CH2:19]([N:20]([CH2:21][CH3:22])[CH2:23][CH2:24][CH2:25][Cl:26])[CH3:27].[CH3:1][c:2]1[n:3][nH:4][c:5]2[n:6][c:7](-[c:12]3[cH:13][cH:14][n:15][cH:16][cH:17]3)[n:8][c:9]([NH2:11])[c:10]12.[ClH:18].[O:28]=[CH:29][N:30]([CH3:31])[CH3:32]>>[CH3:1][c:2]1[n:3][n:4]([CH3:19])[c:5]2[n:6][c:7](-[c:12]3[cH:13][cH:14][n:15][cH:16][cH:17]3)[n:8][c:9]([NH2:11])[c:10]12. The reactants are C([O-])([O-])=O.[K+].[K+] (potassium carbonate), BrCCO (2-bromoethanol), C1(CC1)C1=CC2=C(N(N=C2C=C1NS(=O)(=O)C)C1=NC=C(C=C1)C)C(=O)NC (5-Cyclopropyl-N-methyl-2-(5-methylpyridin-2-yl)-6-[(methylsulfonyl)amino]-2H-indazole-3-carboxamide), C([O-])([O-])=O.[K+].[K+] (potassium carbonate), BrCCO (2-bromoethanol). The solvent is C(C)#N (ACN). Conditions: temperature 85 celsius, time 10 minute. Yields the product C1(CC1)C1=CC2=C(N(N=C2C=C1N(S(=O)(=O)C)CCO)C1=NC=C(C=C1)C)C(=O)NC (5-Cyclopropyl-6-[(2-hydroxyethyl)(methylsulfonyl)amino]-N-methyl-2-(5-methylpyridin-2-yl)-2H-indazole-3-carboxamide). The yield is 15.0%. Reaction SMILES: [CH:1]1([C:4]2[C:12]([NH:13][S:14]([CH3:17])(=[O:16])=[O:15])=[CH:11][C:10]3[C:6](=[C:7]([C:25]([NH:27][CH3:28])=[O:26])[N:8]([C:18]4[CH:23]=[CH:22][C:21]([CH3:24])=[CH:20][N:19]=4)[N:9]=3)[CH:5]=2)[CH2:3][CH2:2]1.C(=O)([O-])[O-].[K+].[K+].Br[CH2:36][CH2:37][OH:38]>C(#N)C>[CH:1]1([C:4]2[C:12]([N:13]([CH2:36][CH2:37][OH:38])[S:14]([CH3:17])(=[O:15])=[O:16])=[CH:11][C:10]3[C:6](=[C:7]([C:25]([NH:27][CH3:28])=[O:26])[N:8]([C:18]4[CH:23]=[CH:22][C:21]([CH3:24])=[CH:20][N:19]=4)[N:9]=3)[CH:5]=2)[CH2:2][CH2:3]1 |f:1.2.3|. Reported procedure: To a solution of Compound (1) (300 mg, 0.75 mmol) in ACN (6 mL) was added potassium carbonate (311 mg, 2.25 mmol) followed by 2-bromoethanol (91.8 μL, 1.30 mmol). The mixture was heated at 85° C. (a thick precipitate was observed after 10 min) and stirred overnight. More potassium carbonate (300 mg, 2.17 mmol) and 2-bromoethanol (90 μL, 1.27 mmol) were added and the mixture was stirred at 90° C. for another 24 hr. The mixture was cooled to RT and the volatiles were removed in vacuo. The residue ...